Dataset: the Open Reaction Database (ORD), a public repository of structured organic reaction records. Task: describe an organic reaction: reactants, conditions, products, and yield Yields the product CCOC(=O)C=Cc1ccccn1. As a reaction SMILES: [CH2:29]1[O:30][CH2:31][CH2:32][CH2:33]1.[CH2:3]([O:4][P:5]([O:6][CH2:7][CH3:8])(=[O:9])[CH2:11][C:12](=[O:13])[O:14][CH2:15][CH3:16])[CH3:10].[CH3:25][C:26](=[O:27])[OH:28].[H-:1].[Na+:2].[OH2:34].[c:17]1([CH:23]=[O:24])[cH:18][cH:19][cH:20][cH:21][n:22]1>>[CH:11]([C:12](=[O:13])[O:14][CH2:15][CH3:16])=[CH:23][c:17]1[cH:18][cH:19][cH:20][cH:21][n:22]1. Starting materials: C1CCOC1, CCOC(=O)CP(=O)(OCC)OCC, CC(=O)O, [H-], [Na+], O, O=Cc1ccccn1. The reactants are [Cl-].[NH4+] (ammonium chloride), C(C)OC(=O)N1CC[C@@H]2C(CCC[C@H]12)=O (cis-perhydro-4-oxo-1-indoline carboxylic acid ethyl ester), [Li] (lithium). The solvent is O1CCCC1 (tetrahydrofuran), O1CCCC1 (tetrahydrofuran). Yields the product C(C)OC(=O)N1CCC2C(CCCC12)O (hexahydro-4-hydroxy-1-indoline carboxylic acid ethyl ester). RXN SMILES: [CH2:1]([O:3][C:4]([N:6]1[C@@H:14]2[C@@H:9]([C:10](=[O:15])[CH2:11][CH2:12][CH2:13]2)[CH2:8][CH2:7]1)=[O:5])[CH3:2].[Li].[Cl-].[NH4+]>O1CCCC1>[CH2:1]([O:3][C:4]([N:6]1[CH:14]2[CH:9]([CH:10]([OH:15])[CH2:11][CH2:12][CH2:13]2)[CH2:8][CH2:7]1)=[O:5])[CH3:2] |f:2.3,^1:15|. Reported procedure: A solution of 25.8 g cis-perhydro-4-oxo-1-indoline carboxylic acid ethyl ester in 200 ml absolute tetrahydrofuran is added at -30° to -40° to 1 mole of lithium 3,4-dimethoxyphenylacetylide in tetrahydrofuran (formed from 2 moles 2 molar butyl lithium in hexane and 1 mole 1-(2,2-dibromovinyl)-3,4-dimethoxybenzene in 300 ml benzene at -70°). The mixture is stirred over-night. 100 ml concentrated ammonium chloride solution is added with ice cooling. The organic phase is worked up to give (3aRS,4RS,... Starting materials: BrCC1CO1, O=C([O-])[O-], [Cs+], [Cs+], CC(C)Cn1ncc2cc(Oc3ccc(F)cc3F)c(O)cc21, O. The product is CC(C)Cn1ncc2cc(Oc3ccc(F)cc3F)c(OCC3CO3)cc21. Reaction SMILES: [Br:30][CH2:31][CH:32]1[O:33][CH2:34]1.[C:24](=[O:25])([O-:26])[O-:27].[Cs+:28].[Cs+:29].[F:1][c:2]1[c:3]([O:4][c:5]2[cH:6][c:7]3[cH:8][n:9][n:10]([CH2:15][CH:16]([CH3:17])[CH3:18])[c:11]3[cH:12][c:13]2[OH:14])[cH:19][cH:20][c:21]([F:23])[cH:22]1.[OH2:35]>>[F:1][c:2]1[c:3]([O:4][c:5]2[cH:6][c:7]3[cH:8][n:9][n:10]([CH2:15][CH:16]([CH3:17])[CH3:18])[c:11]3[cH:12][c:13]2[O:14][CH2:31][CH:32]2[O:33][CH2:34]2)[cH:19][cH:20][c:21]([F:23])[cH:22]1. Starting materials: IC (iodomethane), OC1=C(C(=O)C2=CC=CC=C2)C=C(C=C1)CCCCCCCCC (2-hydroxy-5-nonyl benzophenone), O (water), [OH-].[Na+] (sodium hydroxide). Reagents/catalysts: [Br-].C(CCC)[N+](CCCC)(CCCC)CCCC (tetra-n-butylammonium bromide). Run in C(Cl)Cl (methylene chloride). Yields the product COC1=C(C(=O)C2=CC=CC=C2)C=C(C=C1)CCCCCCCCC (2-methoxy-5-nonyl benzophenone). Yield: 84.4%. RXN SMILES: [OH:1][C:2]1[CH:15]=[CH:14][C:13]([CH2:16][CH2:17][CH2:18][CH2:19][CH2:20][CH2:21][CH2:22][CH2:23][CH3:24])=[CH:12][C:3]=1[C:4]([C:6]1[CH:11]=[CH:10][CH:9]=[CH:8][CH:7]=1)=[O:5].[OH-].[Na+].O.I[CH3:29]>C(Cl)Cl.[Br-].C([N+](CCCC)(CCCC)CCCC)CCC>[CH3:29][O:1][C:2]1[CH:15]=[CH:14][C:13]([CH2:16][CH2:17][CH2:18][CH2:19][CH2:20][CH2:21][CH2:22][CH2:23][CH3:24])=[CH:12][C:3]=1[C:4]([C:6]1[CH:11]=[CH:10][CH:9]=[CH:8][CH:7]=1)=[O:5] |f:1.2,6.7|. Procedure details: A sample of 2-hydroxy-5-nonyl benzophenone (25 g, 0.077 mol) was dissolved in 100 mL methylene chloride. To this solution was added a solution of 20 g (0.5 mol) sodium hydroxide in 100 mL deionized water, followed by the addition of 22 g (0.154 mol) iodomethane and 2.5 g (0.006 mol) tetra-n-butylammonium bromide. The entire mixture was agitated with vigorous mechanical stirring for 1.5 hours at 45° C. The reaction mixture was allowed to cool, and the layers separated. The aqueous phase was extra... Reactants: NC1=C(C(=O)C2=C(C=C(C=C2OC)OC)OC)C=C(C=C1)Cl (2-amino-5-chloro-2',4',6'-trimethoxybenzophenone), [H-].[Al+3].[Li+].[H-].[H-].[H-] (lithium aluminum hydride), O (water). Run in O1CCCC1 (tetrahydrofuran). Run at time 1 hour. Product: NC1=C(C(C2=C(C=C(C=C2OC)OC)OC)O)C=C(C=C1)Cl (2-amino-5-chloro-α-(2,4,6-trimethoxyphenyl)benzyl alcohol). The yield is 96.1%. RXN SMILES: [NH2:1][C:2]1[CH:21]=[CH:20][C:19]([Cl:22])=[CH:18][C:3]=1[C:4]([C:6]1[C:11]([O:12][CH3:13])=[CH:10][C:9]([O:14][CH3:15])=[CH:8][C:7]=1[O:16][CH3:17])=[O:5].[H-].[Al+3].[Li+].[H-].[H-].[H-].O>O1CCCC1>[NH2:1][C:2]1[CH:21]=[CH:20][C:19]([Cl:22])=[CH:18][C:3]=1[CH:4]([OH:5])[C:6]1[C:7]([O:16][CH3:17])=[CH:8][C:9]([O:14][CH3:15])=[CH:10][C:11]=1[O:12][CH3:13] |f:1.2.3.4.5.6|. Procedure details: To a solution of 3.0 g of 2-amino-5-chloro-2',4',6'-trimethoxybenzophenone in 50 ml of tetrahydrofuran, 0.43 g of lithium aluminum hydride was added, followed by stirring for 1 hour. After water was added, the solution was extracted with ethyl acetate and dried over anhydrous sodium sulfate, after which the solvent was removed and the residue was subjected to silica gel column chromatography to yield 2.9 g of a crystal. The reactants are CC(C)C(=O)Nc1cccc(C2CCNCC2)c1, O=C(CCCCCCl)c1ccccc1. Yields the product CC(C)C(=O)Nc1cccc(C2CCN(CCCCCC(=O)c3ccccc3)CC2)c1. RXN SMILES: [CH3:15][CH:16]([C:17](=[O:18])[NH:19][c:20]1[cH:21][c:22]([CH:26]2[CH2:27][CH2:28][NH:29][CH2:30][CH2:31]2)[cH:23][cH:24][cH:25]1)[CH3:32].[Cl:1][CH2:2][CH2:3][CH2:4][CH2:5][CH2:6][C:7](=[O:8])[c:9]1[cH:10][cH:11][cH:12][cH:13][cH:14]1>>[CH2:2]([CH2:3][CH2:4][CH2:5][CH2:6][C:7](=[O:8])[c:9]1[cH:10][cH:11][cH:12][cH:13][cH:14]1)[N:29]1[CH2:28][CH2:27][CH:26]([c:22]2[cH:21][c:20]([NH:19][C:17]([CH:16]([CH3:15])[CH3:32])=[O:18])[cH:25][cH:24][cH:23]2)[CH2:31][CH2:30]1. Yields the product NC(=O)C(F)(F)C(O)(Cn1cncn1)c1ccc(F)cc1F. Reaction SMILES: [CH3:46][CH2:47][O:48][C:49](=[O:50])[CH3:51].[CH:31]1([N:32]=[C:33]=[N:34][CH:35]2[CH2:36][CH2:37][CH2:38][CH2:39][CH2:40]2)[CH2:41][CH2:42][CH2:43][CH2:44][CH2:45]1.[F:1][c:2]1[c:3]([C:9]([C:10]([C:11](=[O:12])[OH:13])([F:14])[F:15])([CH2:16][n:17]2[n:18][cH:19][n:20][cH:21]2)[OH:22])[cH:4][cH:5][c:6]([F:8])[cH:7]1.[O:52]1[CH2:53][CH2:54][O:55][CH2:56][CH2:57]1.[OH2:58].[OH:23][N:24]1[C:25](=[O:26])[CH2:27][CH2:28][C:29]1=[O:30]>>[F:1][c:2]1[c:3]([C:9]([C:10]([C:11](=[O:12])[NH2:24])([F:14])[F:15])([CH2:16][n:17]2[n:18][cH:19][n:20][cH:21]2)[OH:22])[cH:4][cH:5][c:6]([F:8])[cH:7]1. Starting materials: CCOC(C)=O, C(=NC1CCCCC1)=NC1CCCCC1, O=C(O)C(F)(F)C(O)(Cn1cncn1)c1ccc(F)cc1F, C1COCCO1, O, O=C1CCC(=O)N1O. The reactants are ClCCN(C1=CC=C(C[C@H](N)C(=O)O)C=C1)CCCl (4-[bis(2-chloroethyl)amino]-(L)-phenylalanine), C(=O)O (formic acid). The solvent is C(C)(=O)OC(C)=O (acetic anhydride). The product is C(=O)N[C@@H](CC1=CC=C(C=C1)N(CCCl)CCCl)C(=O)O (N-formyl-4-[bis(2-chloroethyl)amino]-(L)-phenylalanine). RXN SMILES: [Cl:1][CH2:2][CH2:3][N:4]([CH2:17][CH2:18][Cl:19])[C:5]1[CH:16]=[CH:15][C:8]([CH2:9][C@@H:10]([C:12]([OH:14])=[O:13])[NH2:11])=[CH:7][CH:6]=1.[CH:20](O)=[O:21]>C(OC(=O)C)(=O)C>[CH:20]([NH:11][C@H:10]([C:12]([OH:14])=[O:13])[CH2:9][C:8]1[CH:7]=[CH:6][C:5]([N:4]([CH2:17][CH2:18][Cl:19])[CH2:3][CH2:2][Cl:1])=[CH:16][CH:15]=1)=[O:21]. Procedure details: A solution of 4-[bis(2-chloroethyl)amino]-(L)-phenylalanine (150 mg) in formic acid (1.82 ml) and acetic anhydride (0.64 ml) is stirred at room temperature for 3 hours. The reaction mixture is concentrated to reduced volume under reduced pressure and partitioned between water (3 ml) and ethyl acetate (2×50 ml). The organic phase is dried over sodium sulphate and the solvent is evaporated under vacuum, to give N-formyl-4-[bis(2-chloroethyl)amino]-(L)-phenylalanine (160 mg) as a yellow foam, [α]D ...